Dataset: the Open Reaction Database (ORD), a public repository of structured organic reaction records. Task: describe an organic reaction: reactants, conditions, products, and yield Reactants: CC(C)(C)[Si](C)(C)Cl, CCOC(=O)C=C1CN(C(c2ccccc2)(c2ccccc2)c2ccccc2)CCC1O, CN(C)C=O, CN(C)c1ccncc1, CCOC(C)=O, c1c[nH]cn1. The product is CCOC(=O)C=C1CN(C(c2ccccc2)(c2ccccc2)c2ccccc2)CCC1O[Si](C)(C)C(C)(C)C. As a reaction SMILES: [C:33]([CH3:34])([CH3:35])([CH3:36])[Si:37]([CH3:38])([CH3:39])[Cl:40].[CH2:1]([CH3:2])[O:3][C:4](=[O:5])[CH:6]=[C:7]1[CH2:8][N:9]([C:14]([c:15]2[cH:16][cH:17][cH:18][cH:19][cH:20]2)([c:21]2[cH:22][cH:23][cH:24][cH:25][cH:26]2)[c:27]2[cH:28][cH:29][cH:30][cH:31][cH:32]2)[CH2:10][CH2:11][CH:12]1[OH:13].[CH3:46][N:47]([CH3:48])[CH:49]=[O:50].[CH3:51][N:52]([CH3:53])[c:54]1[cH:55][cH:56][n:57][cH:58][cH:59]1.[CH3:60][CH2:61][O:62][C:63](=[O:64])[CH3:65].[nH:41]1[cH:42][cH:43][n:44][cH:45]1>>[CH2:1]([CH3:2])[O:3][C:4](=[O:5])[CH:6]=[C:7]1[CH2:8][N:9]([C:14]([c:15]2[cH:16][cH:17][cH:18][cH:19][cH:20]2)([c:21]2[cH:22][cH:23][cH:24][cH:25][cH:26]2)[c:27]2[cH:28][cH:29][cH:30][cH:31][cH:32]2)[CH2:10][CH2:11][CH:12]1[O:13][Si:37]([C:33]([CH3:34])([CH3:35])[CH3:36])([CH3:38])[CH3:39].